From a dataset of the Open Reaction Database (ORD), a public repository of structured organic reaction records. describe an organic reaction: reactants, conditions, products, and yield Reactants: CI, COC(=O)CCc1ccc(C#Cc2cccc(O)c2)cc1. Product: COC(=O)CCc1ccc(C#Cc2cccc(OC)c2)cc1. RXN SMILES: [I:22][CH3:23].[OH:1][c:2]1[cH:3][c:4]([C:8]#[C:9][c:10]2[cH:11][cH:12][c:13]([CH2:16][CH2:17][C:18](=[O:19])[O:20][CH3:21])[cH:14][cH:15]2)[cH:5][cH:6][cH:7]1>>[O:1]([c:2]1[cH:3][c:4]([C:8]#[C:9][c:10]2[cH:11][cH:12][c:13]([CH2:16][CH2:17][C:18](=[O:19])[O:20][CH3:21])[cH:14][cH:15]2)[cH:5][cH:6][cH:7]1)[CH3:23].